From a dataset of the Open Reaction Database (ORD), a public repository of structured organic reaction records. describe an organic reaction: reactants, conditions, products, and yield Reaction SMILES: Br[C:2]1[NH:21][C:5]2[N:6]=[CH:7][N:8]=[C:9]([NH:10][C:11]3[CH:20]=[CH:19][C:14]4[NH:15][C:16](=[O:18])[S:17][C:13]=4[CH:12]=3)[C:4]=2[CH:3]=1.[CH3:22][C:23]1[CH:28]=[CH:27][C:26]([S:29]([O-:31])=[O:30])=[CH:25][CH:24]=1.[Na+]>>[CH3:22][C:23]1[CH:28]=[CH:27][C:26]([S:29]([C:2]2[NH:21][C:5]3[N:6]=[CH:7][N:8]=[C:9]([NH:10][C:11]4[CH:20]=[CH:19][C:14]5[NH:15][C:16](=[O:18])[S:17][C:13]=5[CH:12]=4)[C:4]=3[CH:3]=2)(=[O:31])=[O:30])=[CH:25][CH:24]=1 |f:1.2|. Reactants: BrC1=CC2=C(N=CN=C2NC2=CC3=C(NC(S3)=O)C=C2)N1 (6-[(6-Bromo-7H-pyrrolo[2,3-d]pyrimidin-4-yl)amino]-1,3-benzothiazol-2(3H)-one), CC1=CC=C(C=C1)S(=O)[O-].[Na+] (sodium 4-methylbenzenesulfinate). Product: CC1=CC=C(C=C1)S(=O)(=O)C1=CC2=C(N=CN=C2NC2=CC3=C(NC(S3)=O)C=C2)N1 (6-({6-[(4-Methylphenyl)sulfonyl]-7H-pyrrolo[2,3-d]pyrimidin-4-yl}amino)-1,3-benzothiazol-2(3H)-one). Reported procedure: 50 mg (138 μmol) 6-[(6-bromo-7H-pyrrolo[2,3-d]pyrimidin-4-yl)amino]-1,3-benzothiazol-2(3H)-one (prepared according to example 8) were transformed in analogy to intermediate example 23 using sodium 4-methylbenzenesulfinate to give after working up and purification 6.7 mg (11%) of the title compound. The reactants are [K+].[Br-] (KBr), OC1C(C2=C(OC1(C)C)C=CS2)NC(C2=CC=C(C=C2)[N+](=O)[O-])=O (5,6-Dihydro-6-hydroxy-5,5-dimethyl-7-(4-nitrobenzamido)-7H-thieno[3,2-b]pyran), [N+](=O)(O)[O-] (nitric acid), resultant solution, ice water. Run in C(C)(=O)O (acetic acid). Run at time 0.5 hour. The product is OC1C(C2=C(OC1(C)C)C=C(S2)[N+](=O)[O-])NC(C2=CC=C(C=C2)[N+](=O)[O-])=O (5,6-Dihydro-6-hydroxy-5,5-dimethyl-2-nitro-7-(4-nitrobenzamido)-7H-thieno[3,2-b]pyran). RXN SMILES: [OH:1][CH:2]1[C:7]([CH3:9])([CH3:8])[O:6][C:5]2[CH:10]=[CH:11][S:12][C:4]=2[CH:3]1[NH:13][C:14](=[O:24])[C:15]1[CH:20]=[CH:19][C:18]([N+:21]([O-:23])=[O:22])=[CH:17][CH:16]=1.[N+:25]([O-])([OH:27])=[O:26].[K+].[Br-]>C(O)(=O)C>[OH:1][CH:2]1[C:7]([CH3:8])([CH3:9])[O:6][C:5]2[CH:10]=[C:11]([N+:25]([O-:27])=[O:26])[S:12][C:4]=2[CH:3]1[NH:13][C:14](=[O:24])[C:15]1[CH:20]=[CH:19][C:18]([N+:21]([O-:23])=[O:22])=[CH:17][CH:16]=1 |f:2.3|. Procedure details: 5,6-Dihydro-6-hydroxy-5,5-dimethyl-7-(4-nitrobenzamido)-7H-thieno[3,2-b]pyran (1.5 g, 4.30 mmol) was treated with 90% nitric acid (2.5 mL, 53.5 mmol) in acetic acid (25 mL) and stirred at 15°-20° C. for 0.5 h. The resultant solution was poured into ice water 100 mL and extracted with 10% isopropanol in dichloromethane. The dichloromethane solution was washed with saturated aqueous sodium bicarbonate and dried over magnesium sulfate. The solvent was evaporated in vacuo and the residue was purifie... Reactants: ClC1=NC(=CC(=C1)C=1CCN(CC1)S(=O)(=O)C)Cl (2,6-dichloro-4-[1-(methylsulfonyl)-1,2,3,6-tetrahydropyridin-4-yl]pyridine), FC1=CC=C(C=C1)[C@H](C)N ((S)-(−)-1-(4-fluorophenyl)ethylamine), C1(=CC=CC=C1)P(C1=C(C2=CC=CC=C2C=C1)C1=C(C=CC2=CC=CC=C12)P(C1=CC=CC=C1)C1=CC=CC=C1)C1=CC=CC=C1 ((±)-2,2′-bis(diphenylphosphino)-1,1′-binaphthyl), C([O-])([O-])=O.[Cs+].[Cs+] (cesium carbonate). The reagents and catalysts are C(C)(=O)[O-].[Pd+2].C(C)(=O)[O-] (palladium acetate). Run in C(C)(=O)OCC (ethyl acetate), O1CCCC1 (tetrahydrofuran). Conditions: temperature 60 celsius, time 10 hour. Yields the product ClC1=CC(=CC(=N1)N[C@@H](C)C1=CC=C(C=C1)F)C=1CCN(CC1)S(=O)(=O)C ((S)-6-Chloro-N-[1-(4-fluorophenyl)ethyl]-4-[1-(methylsulfonyl)-1,2,3,6-tetrahydropyridin-4-yl]pyridine-2-amine). As a reaction SMILES: Cl[C:2]1[CH:7]=[C:6]([C:8]2[CH2:9][CH2:10][N:11]([S:14]([CH3:17])(=[O:16])=[O:15])[CH2:12][CH:13]=2)[CH:5]=[C:4]([Cl:18])[N:3]=1.[F:19][C:20]1[CH:25]=[CH:24][C:23]([C@@H:26]([NH2:28])[CH3:27])=[CH:22][CH:21]=1.C1(P(C2C=CC=CC=2)C2C=CC3C(=CC=CC=3)C=2C2C3C(=CC=CC=3)C=CC=2P(C2C=CC=CC=2)C2C=CC=CC=2)C=CC=CC=1.C(=O)([O-])[O-].[Cs+].[Cs+]>C(OCC)(=O)C.C([O-])(=O)C.[Pd+2].C([O-])(=O)C.O1CCCC1>[Cl:18][C:4]1[N:3]=[C:2]([NH:28][C@H:26]([C:23]2[CH:24]=[CH:25][C:20]([F:19])=[CH:21][CH:22]=2)[CH3:27])[CH:7]=[C:6]([C:8]2[CH2:9][CH2:10][N:11]([S:14]([CH3:17])(=[O:16])=[O:15])[CH2:12][CH:13]=2)[CH:5]=1 |f:3.4.5,7.8.9|. Procedure: 225 mg of 2,6-dichloro-4-[1-(methylsulfonyl)-1,2,3,6-tetrahydropyridin-4-yl]pyridine, 104 μl of (S)-(−)-1-(4-fluorophenyl)ethylamine, 68 mg of (±)-2,2′-bis(diphenylphosphino)-1,1′-binaphthyl, 359 mg of cesium carbonate and 17 mg of palladium acetate were added in turn to 5 ml of degassed tetrahydrofuran, and the mixture was stirred at 60° C. for 10 hours under argon atmosphere. The reaction solution was diluted with ethyl acetate, and filtrated to remove precipitates, and then the filtrate was c... Starting materials: O (water), C(CCCCC#N)#N (adiponitrile). The product is C(#N)CCCCC(=O)N (5-cyanovaleramide). Isolated yield 10.0%. Reaction SMILES: [OH2:1].[C:2](#[N:9])[CH2:3][CH2:4][CH2:5][CH2:6][C:7]#[N:8]>>[C:7]([CH2:6][CH2:5][CH2:4][CH2:3][C:2]([NH2:9])=[O:1])#[N:8]. Reported procedure: A process as claimed in claim 1, wherein at least 5 mol of water are employed per mole of adiponitrile and a yield of at least 10% of 5-cyanovaleramide is obtained. Starting materials: aqueous solution, [OH-].[Na+] (sodium hydroxide), ClC1=CC=C(C=CCN2N=C(C=C(C2=O)C(=O)OC)C2=CC=C(C=C2)OC)C=C1 (2-(4-chlorocinnamyl)-4-methoxycarbonyl-6-(4-methoxyphenyl)-2H-pyridazin-3-one). Run in CO (methanol). Conditions: time 30 minute. The product is C(=O)(O)C=1C(N(N=C(C1)C1=CC=C(C=C1)OC)CC=CC1=CC=C(C=C1)Cl)=O (4-Carboxy-2-(4-chlorocinnamyl)-6-(4-methoxyphenyl)-2H-pyridazin-3-one). The yield is 99.6%. Reaction SMILES: [Cl:1][C:2]1[CH:29]=[CH:28][C:5]([CH:6]=[CH:7][CH2:8][N:9]2[C:14](=[O:15])[C:13]([C:16]([O:18]C)=[O:17])=[CH:12][C:11]([C:20]3[CH:25]=[CH:24][C:23]([O:26][CH3:27])=[CH:22][CH:21]=3)=[N:10]2)=[CH:4][CH:3]=1.[OH-].[Na+]>CO>[C:16]([C:13]1[C:14](=[O:15])[N:9]([CH2:8][CH:7]=[CH:6][C:5]2[CH:28]=[CH:29][C:2]([Cl:1])=[CH:3][CH:4]=2)[N:10]=[C:11]([C:20]2[CH:21]=[CH:22][C:23]([O:26][CH3:27])=[CH:24][CH:25]=2)[CH:12]=1)([OH:18])=[O:17] |f:1.2|. Reported procedure: To a suspension of 2-(4-chlorocinnamyl)-4-methoxycarbonyl-6-(4-methoxyphenyl)-2H-pyridazin-3-one (1.35 g, 3.29 mmol) in methanol (50 ml), a 4N aqueous solution of sodium hydroxide (20 ml) was added at room temperature, followed by stirring at the same temperature for 30 minutes. The methanol was distilled off under reduced pressure, and water (100 ml) was added to the residue. The mixture was acidified with hydrochloric acid under ice-water cooling, followed by extraction with chloroform. The or... Product: COc1nnc(Cl)cc1[Si](C)(C)C. Starting materials: C1CCCCC1, [Li]CCCC, CC(C)NC(C)C, COc1ccc(Cl)nn1, C[Si](C)(C)Cl, C1CCOC1. Reaction SMILES: [CH2:27]1[CH2:28][CH2:29][CH2:30][CH2:31][CH2:32]1.[CH2:8]([Li:9])[CH2:10][CH2:11][CH3:12].[CH:1]([NH:2][CH:3]([CH3:4])[CH3:5])([CH3:6])[CH3:7].[Cl:13][c:14]1[n:15][n:16][c:17]([O:20][CH3:21])[cH:18][cH:19]1.[Cl:22][Si:23]([CH3:24])([CH3:25])[CH3:26].[O:33]1[CH2:34][CH2:35][CH2:36][CH2:37]1>>[Cl:13][c:14]1[n:15][n:16][c:17]([O:20][CH3:21])[c:18]([Si:23]([CH3:24])([CH3:25])[CH3:26])[cH:19]1. Reactants: C(CCCCC)NCC#N (hexylaminoacetonitrile), OS(=O)(=O)O (H2SO4), ice. Solvent: ice, C(C)O (ethanol), C(C)O (ethanol). Run at temperature 100 celsius. Product: C(CCCCC)NCC(=O)N (2-n-hexylaminoacetamide). RXN SMILES: [CH2:1]([NH:7][CH2:8][C:9]#[N:10])[CH2:2][CH2:3][CH2:4][CH2:5][CH3:6].[OH:11]S(O)(=O)=O>C(O)C>[CH2:1]([NH:7][CH2:8][C:9]([NH2:10])=[O:11])[CH2:2][CH2:3][CH2:4][CH2:5][CH3:6]. Reported procedure: 11.2 gr of hexylaminoacetonitrile (0.081 mol) were dropwise added to 31 ml of H2SO4 diluted in 30 ml of ice-cooled ethanol. After the addition was completed, ethanol was evaporated and 40 ml of H2SO4 were added to the white solid as obtained. This solution was heated for 1 hour at 100° C., then cooled and dropwise added to 200 ml of ice-cooled ethanol. The white precipitate which formed was filtered and washed with 50 ml of ethanol. Reactants: CCc1ccc(F)cc1, C1CCOC1, COB(OC)OC, CC(=O)O, [Li]C(C)CC, [Na+], [Na+], OO, O=S([O-])[O-]. Product: CCc1ccc(F)c(O)c1. As a reaction SMILES: [CH2:1]([CH3:2])[c:3]1[cH:4][cH:5][c:6]([F:9])[cH:7][cH:8]1.[CH2:34]1[O:35][CH2:36][CH2:37][CH2:38]1.[CH3:15][O:16][B:17]([O:18][CH3:19])[O:20][CH3:21].[CH3:30][C:31](=[O:32])[OH:33].[CH:10]([Li:11])([CH2:12][CH3:13])[CH3:14].[Na+:28].[Na+:29].[OH:22][OH:23].[S:24]([O-:25])([O-:26])=[O:27]>>[CH2:1]([CH3:2])[c:3]1[cH:4][cH:5][c:6]([F:9])[c:7]([OH:16])[cH:8]1. Reactants: C1CCOC1 (THF), ClC=1C=2N(C=CN1)C(=NC2)C2CC(C2)=C (8-chloro-3-(3-methylene-cyclobutyl)-imidazo[1,5-a]pyrazine), C[N+]1(CCOCC1)[O-] (N-methylmorpholine-N-oxide), O (water), O (water), S(=O)([O-])[O-].[Na+].[Na+] (Sodium sulfite). The solvent is potassium osmate. Conditions: time 4 hour. The product is ClC=1C=2N(C=CN1)C(=NC2)C2CC(C2)(O)CO (3-(8-Chloro-imidazo[1,5-a]pyrazin-3-yl)-1-hydroxymethyl-cyclobutanol). Reaction SMILES: C1C[O:4]CC1.[Cl:6][C:7]1[C:8]2[N:9]([C:13]([CH:16]3[CH2:19][C:18](=[CH2:20])[CH2:17]3)=[N:14][CH:15]=2)[CH:10]=[CH:11][N:12]=1.C[N+]1([O-])CCOCC1.S([O-])([O-])=O.[Na+].[Na+].[OH2:35]>>[Cl:6][C:7]1[C:8]2[N:9]([C:13]([CH:16]3[CH2:19][C:18]([CH2:20][OH:4])([OH:35])[CH2:17]3)=[N:14][CH:15]=2)[CH:10]=[CH:11][N:12]=1 |f:3.4.5|. Reported procedure: To a THF solution (170 mL) of 8-chloro-3-(3-methylene-cyclobutyl)-imidazo[1,5-a]pyrazine (3.1 g, 14 mmol), water (18 mL), 50% N-methylmorpholine-N-oxide in water (3.2 mL) and potassium osmate, dehydrate (200 mg, 0.70 mmol) were added and the reaction was allowed to stir at rt for 4 h. Sodium sulfite (8.0 g, 70.0 mmol) was added to the reaction mixture and allowed to stir for 30 min at which point the reaction was concentrated in vacuo. The crude product was extracted from the aqueous with EtOAc....